The task is: describe an organic reaction: reactants, conditions, products, and yield. This data is from the Open Reaction Database (ORD), a public repository of structured organic reaction records. Starting materials: CC(C)=O, O=C(Cl)C(Cl)Cl, Nc1ccccc1C(=O)c1cccc(Cl)c1, O. Product: O=C(c1cccc(Cl)c1)c1ccccc1NC(=O)C(Cl)Cl. RXN SMILES: [CH3:24][C:25](=[O:26])[CH3:27].[Cl:17][CH:18]([Cl:19])[C:20]([Cl:21])=[O:22].[NH2:1][c:2]1[c:3]([C:4](=[O:5])[c:6]2[cH:7][c:8]([Cl:12])[cH:9][cH:10][cH:11]2)[cH:13][cH:14][cH:15][cH:16]1.[OH2:23]>>[NH:1]([c:2]1[c:3]([C:4](=[O:5])[c:6]2[cH:7][c:8]([Cl:12])[cH:9][cH:10][cH:11]2)[cH:13][cH:14][cH:15][cH:16]1)[C:20]([CH:18]([Cl:17])[Cl:19])=[O:22]. Reactants: product, FC1=C(C#N)C(=CC=C1)C1=CC=CC=C1 (2-fluoro-6-phenylbenzonitrile), C(C1=CC=CC=C1)N (benzylamine). Run at temperature 150 celsius. The product is C(C1=CC=CC=C1)NC1=C(C#N)C(=CC=C1)C1=CC=CC=C1 (2-Benzylamino-6-phenylbenzonitrile). As a reaction SMILES: F[C:2]1[CH:9]=[CH:8][CH:7]=[C:6]([C:10]2[CH:15]=[CH:14][CH:13]=[CH:12][CH:11]=2)[C:3]=1[C:4]#[N:5].[CH2:16]([NH2:23])[C:17]1[CH:22]=[CH:21][CH:20]=[CH:19][CH:18]=1>>[CH2:16]([NH:23][C:2]1[CH:9]=[CH:8][CH:7]=[C:6]([C:10]2[CH:15]=[CH:14][CH:13]=[CH:12][CH:11]=2)[C:3]=1[C:4]#[N:5])[C:17]1[CH:22]=[CH:21][CH:20]=[CH:19][CH:18]=1. Procedure details: The product of example 1a above, 2-fluoro-6-phenylbenzonitrile, (0.118 g, 0.6 mmol), and benzylamine (0.5 mL) were combined in a sealed tube that had been flushed with argon. The tube was heated in an oil bath to 150° C. for 24 hours. The residue was dissolved in methylene chloride (10 mL) and treated with an excess of polystyrene supported isocyanate resin for 30 minutes to remove the excess benzylamine. Filtration and evaporation gave the title product. ES (+) MS m/e=285 (MH+) The reactants are FC=1C(=CC2=C(N(C=N2)C2CCNCC2)C1)C (6-fluoro-5-methyl-1-piperidin-4-yl-1H-benzoimidazole), FC=1C=C2CC(CC2=CC1)C=O (5-fluoroindane-2-carbaldehyde), [BH3-]C#N.[Na+] (NaCNBH3). Solvent: CO (CH3OH), C(C)(=O)O (acetic acid). Reaction conditions: time 15 minute. Yields the product FC=1C(=CC2=C(N(C=N2)C2CCN(CC2)CC2CC3=CC=C(C=C3C2)F)C1)C (6-fluoro-1-[1-(5-fluoro-indan-2-ylmethyl)-piperidin-4-yl]-5-methyl-1H-benzoimidazole). Yield: 24.5%. As a reaction SMILES: [F:1][C:2]1[C:3]([CH3:17])=[CH:4][C:5]2[N:9]=[CH:8][N:7]([CH:10]3[CH2:15][CH2:14][NH:13][CH2:12][CH2:11]3)[C:6]=2[CH:16]=1.[F:18][C:19]1[CH:20]=[C:21]2[C:25](=[CH:26][CH:27]=1)[CH2:24][CH:23]([CH:28]=O)[CH2:22]2.[BH3-]C#N.[Na+]>CO.C(O)(=O)C>[F:1][C:2]1[C:3]([CH3:17])=[CH:4][C:5]2[N:9]=[CH:8][N:7]([CH:10]3[CH2:11][CH2:12][N:13]([CH2:28][CH:23]4[CH2:22][C:21]5[C:25](=[CH:26][CH:27]=[C:19]([F:18])[CH:20]=5)[CH2:24]4)[CH2:14][CH2:15]3)[C:6]=2[CH:16]=1 |f:2.3|. Procedure: A mixture of 6-fluoro-5-methyl-1-piperidin-4-yl-1H-benzoimidazole (70 mg, 0.300 mmol) and 5-fluoroindane-2-carbaldehyde (49 mg, 0.300 mmol) in CH3OH (4 mL) and acetic acid (0.2 mL) was stirred at rt for 15 minutes. NaCNBH3 (40 mg, 0.635 mmol) was added and then the reaction mixture was stirred for 1 hour. The solvent was removed and the residue was diluted with CH2Cl2. The organic layers were washed with saturated NaHCO3, brine, and dried over Na2SO4. The organic extracts were removed under the ... Starting materials: FC1=CC=C(C=C1)NN (4-fluorophenylhydrazine), OC1=NC=CC(=C1)O (2,4-dihydroxypyridine), C(C)(C)O (isopropanol), C1(=CC=CC=C1)C (toluene). The solvent is C1(=CC=CC=C1)OC1=CC=CC=C1 (phenyl ether), C1(=CC=CC=C1)OC1=CC=CC=C1 (phenyl ether). Conditions: temperature 165 celsius, time 1 hour. Yields the product FC1=CC=2C3=C(NC2C=C1)C=CNC3=O (8-Fluoro-2,5-dihydro-1H-pyrido[4,3-b]indol-1-one). As a reaction SMILES: [OH:1][C:2]1[CH:7]=[C:6](O)[CH:5]=[CH:4][N:3]=1.[F:9][C:10]1[CH:15]=[CH:14][C:13]([NH:16]N)=[CH:12][CH:11]=1.C(O)(C)C.C1(C)C=CC=CC=1>C1(OC2C=CC=CC=2)C=CC=CC=1>[F:9][C:10]1[CH:15]=[CH:14][C:13]2[NH:16][C:6]3[CH:5]=[CH:4][NH:3][C:2](=[O:1])[C:7]=3[C:12]=2[CH:11]=1. Procedure details: To 2,4-dihydroxypyridine (43.6 g, 392 mmol) in phenyl ether (760 mL) in a three neck flask fitted with a Dean-Stark trap was added 4-fluorophenylhydrazine in phenyl ether (100 mL). The reaction mixture was heated to 165° C. for 1 h, slowly warmed to 230° C., and left to stir at 230° C. for 1 h. The reaction mixture was allowed to cool to 45° C. and treated with isopropanol and toluene. The mixture was filtered, washed with toluene, and dried to give the title compound. 1H NMR (600 MHz, CD3SOCD3)... Reactants: C1(=CC=CC=C1)N1NN(C=C1)C(C)=O (1-phenyl-3-acetyltriazole), Cl.NO (hydroxylamine hydrochloride), C(C)(=O)[O-].[Na+] (sodium acetate). Solvent: C(C)O.O (ethanol water). Conditions: temperature 25 celsius, time 8 hour. Yields the product C1(=CC=CC=C1)N1NN(C=C1)C(C)=NO (1-Phenyl-3-acetyltriazole oxime). Reaction SMILES: [C:1]1([N:7]2[CH:11]=[CH:10][N:9]([C:12](=O)[CH3:13])[NH:8]2)[CH:6]=[CH:5][CH:4]=[CH:3][CH:2]=1.Cl.[NH2:16][OH:17].C([O-])(=O)C.[Na+]>C(O)C.O>[C:1]1([N:7]2[CH:11]=[CH:10][N:9]([C:12](=[N:16][OH:17])[CH3:13])[NH:8]2)[CH:6]=[CH:5][CH:4]=[CH:3][CH:2]=1 |f:1.2,3.4,5.6|. Procedure details: A mixture of 28 g (0.15 mol) of 1-phenyl-3-acetyltriazole (Example 1a), 12 g (0.19 mol) of hydroxylamine hydrochloride and 16 g (0.2 mol) of sodium acetate in 225 ml of ethanol/water 2:1 was stirred overnight at room temperature (=25° C.). Reactants: [N+](=[N-])=C (diazomethane), N#N (N2), C(C)(C)(C)OC(=O)N1C[C@H](CC1)C(CC=C)O ((3S)-3-(1-hydroxy-but-3-enyl)-pyrrolidine-1-carboxylic acid tert-butyl ester), N#N (N2), [N+](=[N-])=C (diazomethane), N#N (N2), [N+](=[N-])=C (diazomethane). Reagents/catalysts: C(C)(=O)[O-].[Pd+2].C(C)(=O)[O-] (palladium (II) acetate), C(C)(=O)[O-].[Pd+2].C(C)(=O)[O-] (palladium (II) acetate), C(C)(=O)[O-].[Pd+2].C(C)(=O)[O-] (palladium (II) acetate). The solvent is ClCCl (dichloromethane). The product is C(C)(C)(C)OC(=O)N1C[C@H](CC1)C(CC1CC1)O ((3S)-3-(2-cyclopropyl-1-hydroxyethyl)pyrrolidine-1-carboxylic acid tert butyl ester). RXN SMILES: [C:1]([O:5][C:6]([N:8]1[CH2:12][CH2:11][C@H:10]([CH:13]([OH:17])[CH2:14][CH:15]=[CH2:16])[CH2:9]1)=[O:7])([CH3:4])([CH3:3])[CH3:2].[N+](=[CH2:20])=[N-].N#N>ClCCl.C([O-])(=O)C.[Pd+2].C([O-])(=O)C>[C:1]([O:5][C:6]([N:8]1[CH2:12][CH2:11][C@H:10]([CH:13]([OH:17])[CH2:14][CH:15]2[CH2:20][CH2:16]2)[CH2:9]1)=[O:7])([CH3:4])([CH3:3])[CH3:2] |f:4.5.6|. Procedure details: Add palladium (II) acetate (2.31 g; 0.298 mmol) to a stirred solution of (3S)-3-(1-hydroxy-but-3-enyl)-pyrrolidine-1-carboxylic acid tert-butyl ester (S-mix) (14.4 g, 59.7 mmol) in dichloromethane (43.2 mL). Add slowly a freshly prepared solution of diazomethane (100 mL, about 50 mmol in diethyl ether) under nitrogen at −30 to −40° C. (Caution: vigorous N2 gas evolution). Evaporate the solvent and dissolve the crude in dichloromethane (43.2 mL). Add palladium (II) acetate (2.31 g, 0.298 mmol) fo... Reactants: IC1=CC2=C(C(=CO2)CCN)C=C1 (2-(6-iodo-benzofuran-3-yl)-ethylamine), CO (methanol), CC(=O)C (acetone). Yields the product IC1=CC2=C(C3=C(C(NCC3)(C)C)O2)C=C1 (7-iodo-1,1-dimethyl-1,2,3,4-tetrahydro-benzo[4,5]furo[2,3-c]pyridine). RXN SMILES: [I:1][C:2]1[CH:13]=[CH:12][C:5]2[C:6]([CH2:9][CH2:10][NH2:11])=[CH:7][O:8][C:4]=2[CH:3]=1.CO.[CH3:16][C:17]([CH3:19])=O>>[I:1][C:2]1[CH:13]=[CH:12][C:5]2[C:6]3[CH2:9][CH2:10][NH:11][C:17]([CH3:19])([CH3:16])[C:7]=3[O:8][C:4]=2[CH:3]=1. Procedure: To a solution of 2-(6-iodo-benzofuran-3-yl)-ethylamine (4.20 g, 14.63 mmol) in methanol (60.0 mL, 1.48 mol) was added acetone (1.63 mL) and the reaction mixture was stirred at rt. After 2 days the solvent was evaporated. The residue was dissolved in a mixture of TFA (7.0 mL) and DCE (70.0 mL) and heated to reflux. After 20 h the reaction mixture was cooled down and basified with 5M aq. NaOH. The layers were separated and the aqueous phase extracted with DCM. The combined organic layers was dried... Reactants: crude product, C(C)(C)(C)OC(=O)N([C@H](C)C1=CC=CC2=CC=CC=C12)CC1C(CN(CC1)C1=NC=C(C(=O)O)C=C1Cl)C1=CC=CC=C1 (6-[4-({(tert-butoxycarbonyl)[(1R)-1-(1-naphthyl)ethyl]amino}methyl)-3-phenylpiperidin-1-yl]-5-chloronicotinic acid), Cl.O1CCOCC1 (hydrogen chloride 1,4-dioxane). Conditions: time 2 hour. Product: Cl.ClC=1C(=NC=C(C(=O)O)C1)N1CC(C(CC1)CN[C@H](C)C1=CC=CC2=CC=CC=C12)C1=CC=CC=C1 (5-chloro-6-[4-({[(1R)-1-(1-naphthyl)ethyl]amino}methyl)-3-phenylpiperidin-1-yl]nicotinic acid hydrochloride). RXN SMILES: C(OC([N:8]([CH2:21][CH:22]1[CH2:27][CH2:26][N:25]([C:28]2[C:36]([Cl:37])=[CH:35][C:31]([C:32]([OH:34])=[O:33])=[CH:30][N:29]=2)[CH2:24][CH:23]1[C:38]1[CH:43]=[CH:42][CH:41]=[CH:40][CH:39]=1)[C@@H:9]([C:11]1[C:20]2[C:15](=[CH:16][CH:17]=[CH:18][CH:19]=2)[CH:14]=[CH:13][CH:12]=1)[CH3:10])=O)(C)(C)C.Cl.O1CCOCC1>>[ClH:37].[Cl:37][C:36]1[C:28]([N:25]2[CH2:26][CH2:27][CH:22]([CH2:21][NH:8][C@@H:9]([C:11]3[C:20]4[C:15](=[CH:16][CH:17]=[CH:18][CH:19]=4)[CH:14]=[CH:13][CH:12]=3)[CH3:10])[CH:23]([C:38]3[CH:43]=[CH:42][CH:41]=[CH:40][CH:39]=3)[CH2:24]2)=[N:29][CH:30]=[C:31]([CH:35]=1)[C:32]([OH:34])=[O:33] |f:1.2,3.4|. Procedure: To 141 mg of the crude product of 6-[4-({(tert-butoxycarbonyl)[(1R)-1-(1-naphthyl)ethyl]amino}methyl)-3-phenylpiperidin-1-yl]-5-chloronicotinic acid was added 2.0 mL of a 4 M hydrogen chloride/1,4-dioxane solution. After stirring at room temperature for 2 hours, the reaction mixture was concentrated under reduced pressure, and to the obtained residue were added ethanol, followed by crystallization to obtain 49.8 mg of 5-chloro-6-[4-({[(1R)-1-(1-naphthyl)ethyl]amino}methyl)-3-phenylpiperidin-1-yl... Reactants: C1(CCCC1)N (cyclopentanamine), O=C(CC(=O)O)CC(=O)O (3-oxopentanedioic acid), Cl (Hydrochloric acid), ClCC=O (2-chloroacetaldehyde). Solvent: O (water). Reaction conditions: temperature 10 celsius, time 14 hour. Yields the product C(=O)(O)CC=1N(C=CC1C(=O)O)C1CCCC1 (2-(carboxymethyl)-1-cyclopentyl-1H-pyrrole-3-carboxylic acid). As a reaction SMILES: [CH:1]1([NH2:6])[CH2:5][CH2:4][CH2:3][CH2:2]1.O=[C:8]([CH2:13][C:14]([OH:16])=[O:15])[CH2:9][C:10]([OH:12])=[O:11].Cl[CH2:18][CH:19]=O.Cl>O>[C:10]([CH2:9][C:8]1[N:6]([CH:1]2[CH2:5][CH2:4][CH2:3][CH2:2]2)[CH:18]=[CH:19][C:13]=1[C:14]([OH:16])=[O:15])([OH:12])=[O:11]. Reported procedure: To a solution of cyclopentanamine (175 g) in water (150 mL) was added 3-oxopentanedioic acid (30 g) at 20° C. or lower, 2-chloroacetaldehyde (40% aqueous solution, 43 mL) was added dropwise thereto at 10° C. or lower, and the mixture was stirred at room temperature for 14 hr. 6N Hydrochloric acid (150 mL) was added thereto at 0° C., and the black precipitate was removed by filtration. To the filtrate was added 6N hydrochloric acid (50 mL) at 0° C., and the precipitate was collected by filtration...